From a dataset of the Open Reaction Database (ORD), a public repository of structured organic reaction records. describe an organic reaction: reactants, conditions, products, and yield The reactants are [H-].[Na+] (sodium hydride), CCC(CC)O (3-Pentanol), FC(C(=O)O)(F)F.ClC=1C=C(C=2N(N1)C(=NN2)N)C (6-chloro-8-methyl-[1,2,4]triazolo[4,3-b]pyridazin-3-ylamine trifluoroacetate), CCC(CC)O (3-pentanol). Run in CN(C)C=O (DMF). Reaction conditions: temperature 0 celsius, time 8 hour. Yields the product C(C)C(CC)OC=1C=C(C=2N(N1)C(=NN2)N)C (6-(1-Ethylpropoxy)-8-methyl-[1,2,4]triazolo[4,3-b]pyridazin-3-ylamine). As a reaction SMILES: [H-].[Na+].FC(F)(F)C(O)=O.Cl[C:11]1[CH:12]=[C:13]([CH3:21])[C:14]2[N:15]([C:17]([NH2:20])=[N:18][N:19]=2)[N:16]=1.[CH3:22][CH2:23][CH:24]([OH:27])[CH2:25][CH3:26]>CN(C=O)C>[CH2:23]([CH:24]([O:27][C:11]1[CH:12]=[C:13]([CH3:21])[C:14]2[N:15]([C:17]([NH2:20])=[N:18][N:19]=2)[N:16]=1)[CH2:25][CH3:26])[CH3:22] |f:0.1,2.3|. Reported procedure: 3-Pentanol (10.2 ml) was initially charged at RT with stirring and cooled almost to 0° C. with an ice bath. Subsequently, the mixture was admixed with portions of sodium hydride (511 mg). The suspension formed was heated to 55° C. for 30 min and admixed with portions of 6-chloro-8-methyl-[1,2,4]triazolo[4,3-b]pyridazin-3-ylamine trifluoroacetate (W2.002b; 500 mg), suspended in 3-pentanol (5 ml) and DMF (10 ml). After stirring at 55° C. for 1.5 h, the mixture was left to stand at RT overnight, th... The reactants are FC1=C(C(=CC=C1)F)C=1OC(=C(N1)C(=O)OCC)NC1=CC=CC=C1 (ethyl 2-(2,6-difluorophenyl)-5-(phenylamino)oxazole-4-carboxylate), [OH-].C[Sn+](C)C (trimethyltin hydroxide), [OH-].C[Sn+](C)C (trimethyltin hydroxide). Solvent: C(Cl)Cl (DCM), ClCCCl (DCE). Reaction conditions: temperature 80 celsius, time 8 hour. Yields the product FC1=C(C(=CC=C1)F)C=1OC(=C(N1)C(=O)O)NC1=CC=CC=C1 (2-(2,6-difluorophenyl)-5-(phenylamino)oxazole-4-carboxylic acid). The yield is 41.3%. As a reaction SMILES: [F:1][C:2]1[CH:7]=[CH:6][CH:5]=[C:4]([F:8])[C:3]=1[C:9]1[O:10][C:11]([NH:19][C:20]2[CH:25]=[CH:24][CH:23]=[CH:22][CH:21]=2)=[C:12]([C:14]([O:16]CC)=[O:15])[N:13]=1.[OH-].C[Sn+](C)C>ClCCCl.C(Cl)Cl>[F:1][C:2]1[CH:7]=[CH:6][CH:5]=[C:4]([F:8])[C:3]=1[C:9]1[O:10][C:11]([NH:19][C:20]2[CH:25]=[CH:24][CH:23]=[CH:22][CH:21]=2)=[C:12]([C:14]([OH:16])=[O:15])[N:13]=1 |f:1.2|. Reported procedure: To a solution of ethyl 2-(2,6-difluorophenyl)-5-(phenylamino)oxazole-4-carboxylate (0.080 g, 0.23 mmol) in DCE (8 mL) was added trimethyltin hydroxide (0.300 g, 1.66 mmol) and the resulting solution stirred at 80° C. overnight. A further portion of trimethyltin hydroxide (0.168 g, 0.93 mmol) was added and the solution stirred at 80° C. overnight. The reaction was diluted with DCM and washed with 1M aqueous HCl and brine. The organic phase was dried over MgSO4 and solvent removed in vacuo. The re... Reactants: ClB(Cl)Cl, CNc1ccc(OC)c(C)c1, Cc1ccccc1, [Cl-], [Cl-], [Cl-], [Cl-], N#CCCl, Cl, [Na+], [OH-], [Ti+4]. Product: CNc1cc(C)c(OC)cc1C(=O)CCl. As a reaction SMILES: [B:12]([Cl:13])([Cl:14])[Cl:15].[CH3:1][O:2][c:3]1[c:4]([CH3:11])[cH:5][c:6]([NH:7][CH3:8])[cH:9][cH:10]1.[CH3:23][c:24]1[cH:25][cH:26][cH:27][cH:28][cH:29]1.[Cl-:30].[Cl-:31].[Cl-:32].[Cl-:33].[Cl:16][CH2:17][C:18]#[N:19].[ClH:20].[Na+:22].[OH-:21].[Ti+4:34]>>[CH3:1][O:2][c:3]1[c:4]([CH3:11])[cH:5][c:6]([NH:7][CH3:8])[c:9]([C:18]([CH2:17][Cl:16])=[O:21])[cH:10]1. As a reaction SMILES: [C:31]([CH3:32])([CH3:33])([CH3:34])[O:35][C:36](=[O:37])[N:38]1[CH2:39][CH2:40][NH:41][CH2:42][CH2:43]1.[CH2:44]1[O:45][CH2:46][CH2:47][O:48][CH2:49]1.[Cl:1][c:2]1[cH:3][c:4]([NH:24][c:25]2[n:26][nH:27][c:28]([CH3:30])[cH:29]2)[n:5][c:6]([N:8]2[CH:9]([c:13]3[cH:14][c:15](-[c:18]4[n:19][cH:20][cH:21][cH:22][cH:23]4)[n:16][o:17]3)[CH2:10][CH2:11][CH2:12]2)[n:7]1>>[c:2]1([N:41]2[CH2:40][CH2:39][N:38]([C:36]([O:35][C:31]([CH3:32])([CH3:33])[CH3:34])=[O:37])[CH2:43][CH2:42]2)[cH:3][c:4]([NH:24][c:25]2[n:26][nH:27][c:28]([CH3:30])[cH:29]2)[n:5][c:6]([N:8]2[CH:9]([c:13]3[cH:14][c:15](-[c:18]4[n:19][cH:20][cH:21][cH:22][cH:23]4)[n:16][o:17]3)[CH2:10][CH2:11][CH2:12]2)[n:7]1. Product: Cc1cc(Nc2cc(N3CCN(C(=O)OC(C)(C)C)CC3)nc(N3CCCC3c3cc(-c4ccccn4)no3)n2)n[nH]1. Starting materials: CC(C)(C)OC(=O)N1CCNCC1, C1COCCO1, Cc1cc(Nc2cc(Cl)nc(N3CCCC3c3cc(-c4ccccn4)no3)n2)n[nH]1. Reactants: COC(C[C@@H]1COC2=C1C=CC(=C2)O[C@@H]2CCC1=C(C(=CC=C21)C(F)(F)F)CBr)=O ({(S)-6-[(R)-4-bromomethyl-5-trifluoromethyl-indan-1-yloxy]-2,3-dihydro-benzofuran-3-yl}-acetic acid methyl ester), N1=CSC=2CNCCC21 (4,5,6,7-tetrahydro-thiazolo[5,4-c]pyridine), Intermediate 42. The product is COC(C[C@@H]1COC2=C1C=CC(=C2)O[C@@H]2CCC1=C(C(=CC=C21)C(F)(F)F)CN2C=C1C(CC2)=NCS1)=O ({(S)-6-[(R)-4-(6,7-Dihydro-thiazolo[5,4-c]pyridin-5-ylmethyl)-5-trifluoromethyl-indan-1-yloxy]-2,3-dihydro-benzofuran-3-yl}-acetic acid methyl ester). RXN SMILES: [CH3:1][O:2][C:3](=[O:30])[CH2:4][C@H:5]1[C:9]2[CH:10]=[CH:11][C:12]([O:14][C@H:15]3[C:23]4[C:18](=[C:19]([CH2:28]Br)[C:20]([C:24]([F:27])([F:26])[F:25])=[CH:21][CH:22]=4)[CH2:17][CH2:16]3)=[CH:13][C:8]=2[O:7][CH2:6]1.[N:31]1[C:39]2[CH2:38][CH2:37][NH:36][CH2:35][C:34]=2[S:33][CH:32]=1>>[CH3:1][O:2][C:3](=[O:30])[CH2:4][C@H:5]1[C:9]2[CH:10]=[CH:11][C:12]([O:14][C@H:15]3[C:23]4[C:18](=[C:19]([CH2:28][N:36]5[CH2:37][CH2:38][C:39]6=[N:31][CH2:32][S:33][C:34]6=[CH:35]5)[C:20]([C:24]([F:27])([F:26])[F:25])=[CH:21][CH:22]=4)[CH2:17][CH2:16]3)=[CH:13][C:8]=2[O:7][CH2:6]1. Procedure: The title compound is prepared from {(S)-6-[(R)-4-bromomethyl-5-trifluoromethyl-indan-1-yloxy]-2,3-dihydro-benzofuran-3-yl}-acetic acid methyl ester and 4,5,6,7-tetrahydro-thiazolo[5,4-c]pyridine following a procedure analogous to that described for Intermediate 42. LC (method 1): tR=1.16 min; Mass spectrum (ESI+): m/z=545 [M+H]+.